This data is from the Open Reaction Database (ORD), a public repository of structured organic reaction records. The task is: describe an organic reaction: reactants, conditions, products, and yield The reactants are CO, Cl, O, CC1(C)C(=N)N(c2ccc(C#N)c(C(F)(F)F)c2)C(=S)N1c1ccc(O)cc1. Yields the product CC1(C)C(=O)N(c2ccc(C#N)c(C(F)(F)F)c2)C(=S)N1c1ccc(O)cc1. Reaction SMILES: [CH3:29][OH:30].[ClH:32].[OH2:31].[OH:1][c:2]1[cH:3][cH:4][c:5]([N:8]2[C:9](=[S:28])[N:10]([c:16]3[cH:17][c:18]([C:24]([F:25])([F:26])[F:27])[c:19]([C:20]#[N:21])[cH:22][cH:23]3)[C:11](=[NH:15])[C:12]2([CH3:13])[CH3:14])[cH:6][cH:7]1>>[OH:1][c:2]1[cH:3][cH:4][c:5]([N:8]2[C:9](=[S:28])[N:10]([c:16]3[cH:17][c:18]([C:24]([F:25])([F:26])[F:27])[c:19]([C:20]#[N:21])[cH:22][cH:23]3)[C:11](=[O:30])[C:12]2([CH3:13])[CH3:14])[cH:6][cH:7]1. Starting materials: BrC1=CC=C(C=C1)N1CCN(CC1)C(=O)OC(C)(C)C (tert-butyl 4-(4-bromophenyl)-1-piperazinecarboxylate), B1(OC(C(O1)(C)C)(C)C)B2OC(C(O2)(C)C)(C)C (bis(pinacolato)diboron), C(C)(=O)[O-].[K+] (potassium acetate), Cl.N12C[C@@H](C(CC1)CC2)NC(=O)C=2SC1=C(C2)C=CC=C1Br (N-[(3R)-1-azabicyclo[2.2.2]oct-3-yl]-7-bromo-1-benzothiophene-2-carboxamide hydrochloride), C([O-])([O-])=O.[Na+].[Na+] (sodium carbonate). Reagents/catalysts: C1=CC=C(C=C1)P([C-]2C=CC=C2)C3=CC=CC=C3.C1=CC=C(C=C1)P([C-]2C=CC=C2)C3=CC=CC=C3.Cl[Pd]Cl.[Fe+2] (PdCl2(dppf)), C1=CC=C(C=C1)P([C-]2C=CC=C2)C3=CC=CC=C3.C1=CC=C(C=C1)P([C-]2C=CC=C2)C3=CC=CC=C3.Cl[Pd]Cl.[Fe+2] (PdCl2(dppf)). Run in CN(C)C=O (DMF). Reaction conditions: time 30 minute. Yields the product Cl.Cl.N12C[C@@H](C(CC1)CC2)NC(=O)C=2SC1=C(C2)C=CC=C1C1=CC=C(C=C1)N1CCNCC1 (N-[(3R)-1-Azabicyclo[2.2.2]oct-3-yl]-7-[4-(1-piperazinyl)phenyl]-1-benzothiophene-2-carboxamide dihydrochloride). As a reaction SMILES: Br[C:2]1[CH:7]=[CH:6][C:5]([N:8]2[CH2:13][CH2:12][N:11](C(OC(C)(C)C)=O)[CH2:10][CH2:9]2)=[CH:4][CH:3]=1.B1(B2OC(C)(C)C(C)(C)O2)OC(C)(C)C(C)(C)O1.C([O-])(=O)C.[K+].[ClH:44].[N:45]12[CH2:52][CH2:51][CH:48]([CH2:49][CH2:50]1)[C@@H:47]([NH:53][C:54]([C:56]1[S:57][C:58]3[C:64](Br)=[CH:63][CH:62]=[CH:61][C:59]=3[CH:60]=1)=[O:55])[CH2:46]2.C(=O)([O-])[O-].[Na+].[Na+]>CN(C=O)C.C1C=CC(P(C2C=CC=CC=2)[C-]2C=CC=C2)=CC=1.C1C=CC(P(C2C=CC=CC=2)[C-]2C=CC=C2)=CC=1.Cl[Pd]Cl.[Fe+2]>[ClH:44].[ClH:44].[N:45]12[CH2:50][CH2:49][CH:48]([CH2:51][CH2:52]1)[C@@H:47]([NH:53][C:54]([C:56]1[S:57][C:58]3[C:64]([C:2]4[CH:3]=[CH:4][C:5]([N:8]5[CH2:9][CH2:10][NH:11][CH2:12][CH2:13]5)=[CH:6][CH:7]=4)=[CH:63][CH:62]=[CH:61][C:59]=3[CH:60]=1)=[O:55])[CH2:46]2 |f:2.3,4.5,6.7.8,10.11.12.13,14.15.16|. Procedure: 165.6 mg (0.49 mmol) of tert-butyl 4-(4-bromophenyl)-1-piperazinecarboxylate, 142.2 mg (0.56 mmol) of bis(pinacolato)diboron, 119.1 mg (1.21 mmol) of potassium acetate, 13.7 mg (0.02 mmol) of PdCl2(dppf), 150 mg (0.37 mmol) of N-[(3R)-1-azabicyclo[2.2.2]oct-3-yl]-7-bromo-1-benzothiophene-2-carboxamide hydrochloride (Example 8A), 0.93 ml of 2 M sodium carbonate solution and a further 13.7 mg (0.02 mmol) of PdCl2(dppf) in 2 ml of DMF are reacted by general method D. The compound purified by prepar... Starting materials: NC1=NC(c2cccc(Br)c2)(c2ccc3c(c2)CCO3)CO1, CCCc1cc(CCC)c(-c2ccccc2P(C(C)(C)C)C(C)(C)C)c(CCC)c1, CCOC(C)=O, Cc1ccccc1, CC(C)(C)[O-], COc1cccc(N)c1, [Na+], O=C(C=Cc1ccccc1)C=Cc1ccccc1, O=C(C=Cc1ccccc1)C=Cc1ccccc1, O=C(C=Cc1ccccc1)C=Cc1ccccc1, O, [Pd], [Pd]. The product is COc1cccc(Nc2cccc(C3(c4ccc5c(c4)CCO5)COC(N)=N3)c2)c1. Reaction SMILES: [Br:1][c:2]1[cH:3][c:4]([C:8]2([c:14]3[cH:15][cH:16][c:17]4[c:18]([cH:22]3)[CH2:19][CH2:20][O:21]4)[N:9]=[C:10]([NH2:13])[O:11][CH2:12]2)[cH:5][cH:6][cH:7]1.[C:29]([P:30]([C:31]([CH3:32])([CH3:33])[CH3:34])[c:35]1[cH:36][cH:37][cH:38][cH:39][c:40]1-[c:41]1[c:42]([CH2:43][CH2:44][CH3:45])[cH:46][c:47]([CH2:48][CH2:49][CH3:50])[cH:51][c:52]1[CH2:53][CH2:54][CH3:55])([CH3:56])([CH3:57])[CH3:58].[CH3:124][CH2:125][O:126][C:127](=[O:128])[CH3:129].[CH3:131][c:132]1[cH:133][cH:134][cH:135][cH:136][cH:137]1.[CH3:23][C:24]([CH3:25])([O-:26])[CH3:27].[CH3:59][O:60][c:61]1[cH:62][c:63]([NH2:64])[cH:65][cH:66][cH:67]1.[Na+:28].[O:106]=[C:107]([CH:108]=[CH:109][c:110]1[cH:111][cH:112][cH:113][cH:114][cH:115]1)[CH:116]=[CH:117][c:118]1[cH:119][cH:120][cH:121][cH:122][cH:123]1.[O:70]=[C:71]([CH:72]=[CH:73][c:74]1[cH:75][cH:76][cH:77][cH:78][cH:79]1)[CH:80]=[CH:81][c:82]1[cH:83][cH:84][cH:85][cH:86][cH:87]1.[O:88]=[C:89]([CH:90]=[CH:91][c:92]1[cH:93][cH:94][cH:95][cH:96][cH:97]1)[CH:98]=[CH:99][c:100]1[cH:101][cH:102][cH:103][cH:104][cH:105]1.[OH2:130].[Pd:68].[Pd:69]>>[c:2]1([NH:64][c:63]2[cH:62][c:61]([O:60][CH3:59])[cH:67][cH:66][cH:65]2)[cH:3][c:4]([C:8]2([c:14]3[cH:15][cH:16][c:17]4[c:18]([cH:22]3)[CH2:19][CH2:20][O:21]4)[N:9]=[C:10]([NH2:13])[O:11][CH2:12]2)[cH:5][cH:6][cH:7]1.